From a dataset of the Open Reaction Database (ORD), a public repository of structured organic reaction records. describe an organic reaction: reactants, conditions, products, and yield Reactants: C(C)(=O)C1=CC=C(C(C(=O)OCCC)=C1)O (Propyl 5-acetylsalicylate), ClC1=CC=NC2=CC(=C(C=C12)OC)OC (4-chloro-6,7-dimethoxyquinoline). Reagents/catalysts: CN(C1=CC=NC=C1)C (4-dimethylaminopyridine). Solvent: ClC1=C(C=CC=C1)Cl (o-dichlorobenzene). Conditions: temperature 120 celsius, time 8 hour. The product is COC=1C=C2C(=CC=NC2=CC1OC)OC1=C(C(=O)OCCC)C=C(C=C1)C(C)=O (Propyl 2-[(6,7-dimethoxy-4-quinolyl)oxy]-5-acetylbenzoate). Yield: 18.9%. As a reaction SMILES: [C:1]([C:4]1[CH:15]=[C:8]([C:9]([O:11][CH2:12][CH2:13][CH3:14])=[O:10])[C:7]([OH:16])=[CH:6][CH:5]=1)(=[O:3])[CH3:2].Cl[C:18]1[C:27]2[C:22](=[CH:23][C:24]([O:30][CH3:31])=[C:25]([O:28][CH3:29])[CH:26]=2)[N:21]=[CH:20][CH:19]=1>CN(C)C1C=CN=CC=1.ClC1C=CC=CC=1Cl>[CH3:29][O:28][C:25]1[CH:26]=[C:27]2[C:22](=[CH:23][C:24]=1[O:30][CH3:31])[N:21]=[CH:20][CH:19]=[C:18]2[O:16][C:7]1[CH:6]=[CH:5][C:4]([C:1](=[O:3])[CH3:2])=[CH:15][C:8]=1[C:9]([O:11][CH2:12][CH2:13][CH3:14])=[O:10]. Reported procedure: Propyl 5-acetylsalicylate (202 mg), 4-chloro-6,7-dimethoxyquinoline (101 mg), and 4-dimethylaminopyridine (164 mg) were suspended in o-dichlorobenzene (1 ml), and the suspension was stirred at 120° C. overnight. The reaction solution was cooled to room temperature, and the solvent was removed by distillation under the reduced pressure. Water was then added to the residue, and the mixture was extracted with chloroform. The chloroform layer was washed with water and was dried over anhydrous sodium... The reactants are Cl (hydrochloric acid), C1(=CC=C(C=C1)S(=O)(=O)Cl)C (toluene-4-sulphonyl chloride), O1C(COC2=C1C=CC=C2)CO (1-(1,4-benzodioxan-2-yl)methanol). Solvent: N1=CC=CC=C1 (pyridine), N1=CC=CC=C1 (pyridine). Run at time 18 hour. Product: C1(=CC=C(C=C1)S(=O)(=O)OCC1COC2=C(O1)C=CC=C2)C (1,4-benzodioxan-2-ylmethyl toluene-4-sulphonate). Yield: 85.4%. As a reaction SMILES: [C:1]1([CH3:11])[CH:6]=[CH:5][C:4]([S:7](Cl)(=[O:9])=[O:8])=[CH:3][CH:2]=1.[O:12]1[C:17]2[CH:18]=[CH:19][CH:20]=[CH:21][C:16]=2[O:15][CH2:14][CH:13]1[CH2:22][OH:23].Cl>N1C=CC=CC=1>[C:1]1([CH3:11])[CH:6]=[CH:5][C:4]([S:7]([O:23][CH2:22][CH:13]2[O:12][C:17]3[CH:18]=[CH:19][CH:20]=[CH:21][C:16]=3[O:15][CH2:14]2)(=[O:9])=[O:8])=[CH:3][CH:2]=1. Procedure details: A solution of toluene-4-sulphonyl chloride (60.25 g) in pyridine (75 ml) was added dropwise at 20° C. to a stirred solution of 1-(1,4-benzodioxan-2-yl)methanol (50 g) in pyridine (100 ml) and the mixture was stirred at ambient temperature for 18 hours then poured onto an excess of ice and hydrochloric acid (5M). The resulting solid was collected by filtration, washed well with water and dried in vacuo to give 1,4-benzodioxan-2-ylmethyl toluene-4-sulphonate as an off-white solid (82.3 g), m.p. 75... The reactants are CCN(C(C)C)C(C)C, c1ccc2c(c1)CCN2, O=C(OC(Cl)(Cl)Cl)OC(Cl)(Cl)Cl, ClCCl, NC1CCC(CCN2CCC(C(=O)c3ccc(F)cc3)CC2)CC1. Yields the product O=C(c1ccc(F)cc1)C1CCN(CCC2CCC(NC(=O)N3CCc4ccccc43)CC2)CC1. Reaction SMILES: [CH2:25]([N:26]([CH:27]([CH3:28])[CH3:29])[CH:30]([CH3:31])[CH3:32])[CH3:33].[CH2:46]1[CH2:47][c:48]2[cH:49][cH:50][cH:51][cH:52][c:53]2[NH:54]1.[Cl:34][C:35]([Cl:36])([O:37][C:38]([O:39][C:40]([Cl:41])([Cl:42])[Cl:43])=[O:44])[Cl:45].[Cl:55][CH2:56][Cl:57].[NH2:1][CH:2]1[CH2:3][CH2:4][CH:5]([CH2:8][CH2:9][N:10]2[CH2:11][CH2:12][CH:13]([C:16](=[O:17])[c:18]3[cH:19][cH:20][c:21]([F:24])[cH:22][cH:23]3)[CH2:14][CH2:15]2)[CH2:6][CH2:7]1>>[NH:1]([CH:2]1[CH2:3][CH2:4][CH:5]([CH2:8][CH2:9][N:10]2[CH2:11][CH2:12][CH:13]([C:16](=[O:17])[c:18]3[cH:19][cH:20][c:21]([F:24])[cH:22][cH:23]3)[CH2:14][CH2:15]2)[CH2:6][CH2:7]1)[C:38](=[O:44])[N:54]1[CH2:46][CH2:47][c:48]2[cH:49][cH:50][cH:51][cH:52][c:53]21. Starting materials: CC(C)CCN(Cc1nccs1)C1CCN(C(=O)OC(C)(C)C)CC1, ClCCl, O=C(O)C(F)(F)F. Product: CC(C)CCN(Cc1nccs1)C1CCNCC1. Reaction SMILES: [C:8]([O:9][C:10](=[O:11])[N:15]1[CH2:16][CH2:17][CH:18]([N:21]([CH2:22][c:23]2[s:24][cH:25][cH:26][n:27]2)[CH2:28][CH2:29][CH:30]([CH3:31])[CH3:32])[CH2:19][CH2:20]1)([CH3:12])([CH3:13])[CH3:14].[Cl:33][CH2:34][Cl:35].[OH:1][C:2]([C:3]([F:4])([F:5])[F:6])=[O:7]>>[NH:15]1[CH2:16][CH2:17][CH:18]([N:21]([CH2:22][c:23]2[s:24][cH:25][cH:26][n:27]2)[CH2:28][CH2:29][CH:30]([CH3:31])[CH3:32])[CH2:19][CH2:20]1. The reactants are O=C([O-])[O-], ClCCN1CCCC1, Cl, [K+], [K+], O=[N+]([O-])c1ccc2[nH]ncc2c1, CN(C)C=O. Yields the product O=[N+]([O-])c1ccc2c(cnn2CCN2CCCC2)c1. As a reaction SMILES: [C:13](=[O:14])([O-:15])[O-:16].[Cl:20][CH2:21][CH2:22][N:23]1[CH2:24][CH2:25][CH2:26][CH2:27]1.[ClH:19].[K+:17].[K+:18].[N+:1](=[O:2])([O-:3])[c:4]1[cH:5][c:6]2[cH:7][n:8][nH:9][c:10]2[cH:11][cH:12]1.[O:28]=[CH:29][N:30]([CH3:31])[CH3:32]>>[N+:1](=[O:2])([O-:3])[c:4]1[cH:5][c:6]2[cH:7][n:8][n:9]([CH2:21][CH2:22][N:23]3[CH2:24][CH2:25][CH2:26][CH2:27]3)[c:10]2[cH:11][cH:12]1. Starting materials: C1(CCCCC1)C1=C(C=C(C=C1)CO)C(F)(F)F ((4-cyclohexyl-3-trifluoromethyl-phenyl)-methanol), C1=CC=C(C=C1)P(C2=CC=CC=C2)C3=CC=CC=C3 (PPh3), C(Br)(Br)(Br)Br (CBr4). The solvent is C(Cl)Cl (DCM), C(Cl)Cl (DCM). Conditions: temperature 0 celsius, time 1 hour. The product is BrCC1=CC(=C(C=C1)C1CCCCC1)C(F)(F)F (4-bromomethyl-1-cyclohexyl-2-trifluoromethyl-benzene). RXN SMILES: [CH:1]1([C:7]2[CH:12]=[CH:11][C:10]([CH2:13]O)=[CH:9][C:8]=2[C:15]([F:18])([F:17])[F:16])[CH2:6][CH2:5][CH2:4][CH2:3][CH2:2]1.C1C=CC(P(C2C=CC=CC=2)C2C=CC=CC=2)=CC=1.C(Br)(Br)(Br)[Br:39]>C(Cl)Cl>[Br:39][CH2:13][C:10]1[CH:11]=[CH:12][C:7]([CH:1]2[CH2:6][CH2:5][CH2:4][CH2:3][CH2:2]2)=[C:8]([C:15]([F:18])([F:17])[F:16])[CH:9]=1. Procedure details: To a mixture of (4-cyclohexyl-3-trifluoromethyl-phenyl)-methanol (300 mg, 1.16 mmol) and PPh3 (460 mg, 1.74 mmol) in DCM (5 mL) at 0° C. is added CBr4 (580 mg, 1.74 mmol) dissolved in DCM (2 mL). The reaction is stirred at 0° C. for 1 h followed by concentration. The residue obtained is purified by silica gel chromatography (5% EtOAc in hexanes) to give 4-bromomethyl-1-cyclohexyl-2-trifluoromethyl-benzene as a white solid. The reactants are Cc1cc(O)c(SCc2ccccc2)c(=O)o1, CC(=O)O, Cc1ccccc1, CCO, OO. Product: Cc1cc(O)c(S(=O)Cc2ccccc2)c(=O)o1. RXN SMILES: [CH2:1]([c:2]1[cH:3][cH:4][cH:5][cH:6][cH:7]1)[S:8][c:9]1[c:10](=[O:17])[o:11][c:12]([CH3:16])[cH:13][c:14]1[OH:15].[CH3:20][C:21]([OH:22])=[O:23].[CH3:24][c:25]1[cH:26][cH:27][cH:28][cH:29][cH:30]1.[CH3:31][CH2:32][OH:33].[OH:18][OH:19]>>[CH2:1]([c:2]1[cH:3][cH:4][cH:5][cH:6][cH:7]1)[S:8]([c:9]1[c:10](=[O:17])[o:11][c:12]([CH3:16])[cH:13][c:14]1[OH:15])=[O:22].